Task: describe an organic reaction: reactants, conditions, products, and yield. Dataset: the Open Reaction Database (ORD), a public repository of structured organic reaction records Reactants: [N+](=O)([O-])C1=C2C(C=CC(C2=CC=C1)=O)=O (5-nitro-1,4-naphthoquinone), 6-nitro, C=CC=C (1,3-butadiene). The solvent is C(C)O (ethanol). The product is [N+](=O)([O-])C1=C2C(C3CC=CCC3C(C2=CC=C1)=O)=O (5-nitro-1,4,4a,9a-tetrahydroanthraquinone). Reaction SMILES: [N+:1]([C:4]1[CH:13]=[CH:12][CH:11]=[C:10]2[C:5]=1[C:6](=[O:15])[CH:7]=[CH:8][C:9]2=[O:14])([O-:3])=[O:2].[CH2:16]=[CH:17][CH:18]=[CH2:19]>C(O)C>[N+:1]([C:4]1[CH:13]=[CH:12][CH:11]=[C:10]2[C:5]=1[C:6](=[O:15])[CH:7]1[CH:8]([C:9]2=[O:14])[CH2:19][CH:18]=[CH:17][CH2:16]1)([O-:3])=[O:2]. Procedure details: 122 Grams of 5-nitro-1,4-naphthoquinone which contained 10% of the 6-nitro compound, 1,000 grams of ethanol and 48 grams of 1,3-butadiene were placed in an autoclave, followed by reaction at 80° C. for 2.5 hours. After the solution was allowed to cool for precipitating crystals, the crystals were separated by filtration, washed with water and dried to obtain 114 grams of 5-nitro-1,4,4a,9a-tetrahydroanthraquinone. The thus obtained nitro compound was introduced into 2,800 grams of methyl cellosol... Reactants: C(C1=CC=CC=C1)OC(/C=C/C1=C(C(=O)OCC)C=CC=C1)=O ((E)-ethyl 2-(3-(benzyloxy)-3-oxoprop-1-enyl)benzoate), COCN(C[Si](C)(C)C)CC1=CC=CC=C1 (N-(methoxymethyl)-N-(trimethylsilylmethyl)benzylamine), FC(C(=O)O)(F)F (trifluoroacetic acid), COCN(C[Si](C)(C)C)CC1=CC=CC=C1 (N-(methoxymethyl)-N-(trimethylsilylmethyl)benzylamine). Reagents/catalysts: FC(C(=O)O)(F)F (trifluoroacetic acid). Run in C(Cl)Cl (CH2Cl2). Reaction conditions: time 18 hour. The product is C(C1=CC=CC=C1)N1C[C@H]([C@@H](C1)C1=C(C=CC=C1)C(=O)OCC)C(=O)OCC1=CC=CC=C1 ((±)-trans-Benzyl 1-benzyl-4-(2-(ethoxycarbonyl)phenyl)pyrrolidine-3-carboxylate). Isolated yield 95.7%. As a reaction SMILES: [CH2:1]([O:8][C:9](=[O:23])/[CH:10]=[CH:11]/[C:12]1[CH:22]=[CH:21][CH:20]=[CH:19][C:13]=1[C:14]([O:16][CH2:17][CH3:18])=[O:15])[C:2]1[CH:7]=[CH:6][CH:5]=[CH:4][CH:3]=1.CO[CH2:26][N:27]([CH2:33][C:34]1[CH:39]=[CH:38][CH:37]=[CH:36][CH:35]=1)[CH2:28][Si](C)(C)C.FC(F)(F)C(O)=O>C(Cl)Cl.FC(F)(F)C(O)=O>[CH2:33]([N:27]1[CH2:28][C@@H:11]([C:12]2[CH:22]=[CH:21][CH:20]=[CH:19][C:13]=2[C:14]([O:16][CH2:17][CH3:18])=[O:15])[C@H:10]([C:9]([O:8][CH2:1][C:2]2[CH:3]=[CH:4][CH:5]=[CH:6][CH:7]=2)=[O:23])[CH2:26]1)[C:34]1[CH:39]=[CH:38][CH:37]=[CH:36][CH:35]=1. Reported procedure: To a solution of (E)-ethyl 2-(3-(benzyloxy)-3-oxoprop-1-enyl)benzoate (1.44 g, 4.64 mmol)) in 20 mL of CH2Cl2 was added N-(methoxymethyl)-N-(trimethylsilylmethyl)benzylamine (1.78 mL, 6.96 mmol) and trifluoroacetic acid (0.072 mL, 0.93 mmol). The solution was allowed to stir at ambient temperature for 18 h. Starting material still remained by TLC analysis and so additional N-(methoxymethyl)-N-(trimethylsilylmethyl)benzylamine (0.5 g, 2.1 mmol) and trifluoroacetic acid (2 drops) were added and th... The reactants are CS(C)=O, O=C(Cl)C(=O)Cl, OC(c1ccc(F)cc1)C1CCC2CN(c3ncccn3)CCN2C1. The product is O=C(c1ccc(F)cc1)C1CCC2CN(c3ncccn3)CCN2C1. RXN SMILES: [CH3:7][S:8]([CH3:9])=[O:10].[Cl:1][C:2]([C:3]([Cl:4])=[O:5])=[O:6].[F:11][c:12]1[cH:13][cH:14][c:15]([CH:18]([OH:19])[CH:20]2[CH2:21][CH2:22][CH:23]3[N:24]([CH2:25][CH2:26][N:27]([c:29]4[n:30][cH:31][cH:32][cH:33][n:34]4)[CH2:28]3)[CH2:35]2)[cH:16][cH:17]1>>[F:11][c:12]1[cH:13][cH:14][c:15]([C:18](=[O:19])[CH:20]2[CH2:21][CH2:22][CH:23]3[N:24]([CH2:25][CH2:26][N:27]([c:29]4[n:30][cH:31][cH:32][cH:33][n:34]4)[CH2:28]3)[CH2:35]2)[cH:16][cH:17]1. Starting materials: CC(=O)O, CC(=O)O, CC(=O)CC(C)=O, O=Cc1ccc([N+](=O)[O-])s1. Product: CC(=O)C(=Cc1ccc([N+](=O)[O-])s1)C(C)=O. Reaction SMILES: [C:1]([OH:2])(=[O:3])[CH3:4].[C:5]([OH:6])(=[O:7])[CH3:8].[CH3:19][C:20]([CH2:21][C:22]([CH3:23])=[O:24])=[O:25].[N+:9](=[O:10])([O-:11])[c:12]1[cH:13][cH:14][c:15]([CH:17]=[O:18])[s:16]1>>[N+:9](=[O:10])([O-:11])[c:12]1[cH:13][cH:14][c:15]([CH:17]=[C:21]([C:20]([CH3:19])=[O:25])[C:22]([CH3:23])=[O:24])[s:16]1. Starting materials: I(=O)(=O)(=O)[O-].[Na+] (sodium periodate), BrC=1C=CC2=C(C(=NC(O2)(C)C)C2SCCCS2)C1 (6-bromo-2,2-dimethyl-4-(1,3-dithian-2-yl)-2H-1,3-benzoxazine). Run in O (water), CO (methanol). Run at time 18 hour. The product is BrC=1C=CC2=C(C(=NC(O2)(C)C)C2S(CCCS2)=O)C1 (2-(6-bromo-2,2-dimethyl-2H-1,3-benzoxazin-4-yl)-1,3-dithian-1-oxide). Isolated yield 52.8%. RXN SMILES: I([O-])(=O)(=O)=[O:2].[Na+].[Br:7][C:8]1[CH:9]=[CH:10][C:11]2[O:16][C:15]([CH3:18])([CH3:17])[N:14]=[C:13]([CH:19]3[S:24][CH2:23][CH2:22][CH2:21][S:20]3)[C:12]=2[CH:25]=1>O.CO>[Br:7][C:8]1[CH:9]=[CH:10][C:11]2[O:16][C:15]([CH3:17])([CH3:18])[N:14]=[C:13]([CH:19]3[S:20][CH2:21][CH2:22][CH2:23][S:24]3=[O:2])[C:12]=2[CH:25]=1 |f:0.1|. Procedure details: A solution of sodium periodate (430 mg) in water (6 ml) was added to a solution of Compound 105 (600 mg) in methanol (18 ml) and the mixture was stirred at room temperature for 18 hours. The methanol was distilled off under reduced pressure and the residue was extracted with ethyl acetate. The ethyl acetate layer was washed with aqueous saline solution and dried over anhydrous magnesium sulfate. The solvent was distilled off. The residue was purified by chromatography on silica gel to obtain a s... Starting materials: CC#N (CH3CN), O(C1=CC=CC=C1)C=1C=C(C=CC1)NCC1=CC(=CC=C1)C1OCCC1 (N-(3-phenoxyphenyl)-[[3-(tetrahydro-2-furanyl)phenyl]methyl]amine), FC(C1CO1)(F)F (1,1,1-trifluoro-2,3-epoxypropane), C(F)(F)(F)S(=O)(=O)[O-].C(F)(F)(F)S(=O)(=O)[O-].C(F)(F)(F)S(=O)(=O)[O-].[Yb+3] (Yb(OTf)3). Solvent: C(C)OCC (diethyl ether), CCO (EtOH). Run at temperature 40 celsius, time 18 hour. Yields the product O(C1=CC=CC=C1)C=1C=C(C=CC1)N(CC(C(F)(F)F)O)CC1=CC(=CC=C1)C1OCCC1 (3-[(3-phenoxyphenyl)[[3-(tetrahydro-2-furanyl)phenyl]methyl]amino]-1,1,1-trifluoro-2-propanol). The yield is 30.6%. RXN SMILES: CC#N.[O:4]([C:11]1[CH:12]=[C:13]([NH:17][CH2:18][C:19]2[CH:24]=[CH:23][CH:22]=[C:21]([CH:25]3[CH2:29][CH2:28][CH2:27][O:26]3)[CH:20]=2)[CH:14]=[CH:15][CH:16]=1)[C:5]1[CH:10]=[CH:9][CH:8]=[CH:7][CH:6]=1.[F:30][C:31]([F:36])([F:35])[CH:32]1[O:34][CH2:33]1.C(S([O-])(=O)=O)(F)(F)F.C(S([O-])(=O)=O)(F)(F)F.C(S([O-])(=O)=O)(F)(F)F.[Yb+3]>C(OCC)C.CCO>[O:4]([C:11]1[CH:12]=[C:13]([N:17]([CH2:18][C:19]2[CH:24]=[CH:23][CH:22]=[C:21]([CH:25]3[CH2:29][CH2:28][CH2:27][O:26]3)[CH:20]=2)[CH2:33][CH:32]([OH:34])[C:31]([F:36])([F:35])[F:30])[CH:14]=[CH:15][CH:16]=1)[C:5]1[CH:10]=[CH:9][CH:8]=[CH:7][CH:6]=1 |f:3.4.5.6|. Procedure: To a CH3CN (1 mL) solution of the amine (0.32 g, 0.93 mmol) from EX-608E was added 1,1,1-trifluoro-2,3-epoxypropane (0.24 mL, 2.8 mmol) and Yb(OTf)3 (0.115 g, 0.18 mmol). The cloudy solution was stirred in a sealed flask at 40° C. for 18 h. The cooled reaction mixture was diluted with diethyl ether and washed with water and brine. The organic layer was dried (MgSO4) and evaporated to an oil. Purification by flash chromatography on silica gel eluting with 15% ethyl acetate in hexane gave an oil w... Reactants: ClC=1C=CC(=C(C(=O)NCCC2=CC=C(C=C2)C(C(=O)O)CC)C1)OC (2-{4-[2-(5-chloro-2-methoxybenzamido)-ethyl]-phenyl}-butyric acid), C1(=CC=CC=C1)C(C(=O)O)CC (2-phenylbutyric acid), C=O.Cl (paraformaldehyde hydrochloric acid). The product is ClCC1=CC=C(C=C1)C(C(=O)O)CC (2-(4-chloromethylphenyl)-butyric acid). As a reaction SMILES: ClC1C=CC(OC)=C(C=1)C(NC[CH2:11][C:12]1[CH:17]=[CH:16][C:15]([CH:18]([CH2:22][CH3:23])[C:19]([OH:21])=[O:20])=[CH:14][CH:13]=1)=O.C1(C(CC)C(O)=O)C=CC=CC=1.C=O.[ClH:41]>>[Cl:41][CH2:11][C:12]1[CH:17]=[CH:16][C:15]([CH:18]([CH2:22][CH3:23])[C:19]([OH:21])=[O:20])=[CH:14][CH:13]=1 |f:2.3|. Reported procedure: The 2-[4-(2-aminoethyl)-phenyl]-butyric acid hydrochloride used as starting material is prepared in the following manner: 2-phenylbutyric acid is reacted with paraformaldehyde/hydrochloric acid to give 2-(4-chloromethylphenyl)-butyric acid (b.p. 173°-176° C./0.1 mm Hg). By the reaction thereof with potassium cyanide, there is obtained 2-(4-cyanomethylphenyl)-butyric acid (oil) which, after catalytic hydrogenation, gives 2-[4-(2-aminoethyl)-phenyl]-butyric acid hydrochloride; m.p. 128°-130° C. Starting materials: C(=S)(Cl)Cl (thiophosgene), C1=CC(=C[N+](=C1)[C@H]2[C@@H]([C@@H]([C@H](O2)COP(=O)(O)OP(=O)(O)OC[C@@H]3[C@H]([C@H]([C@@H](O3)N4C=NC5=C4N=CN=C5N)O)O)O)O)C(=O)N (NAD+), C([O-])([O-])=O.[Na+].[Na+] (sodium carbonate). The solvent is C(Cl)(Cl)Cl (CHCl3), O (H2O). Run at temperature 20 celsius, time 10 minute. The product is C=1N=C(C2=C(N1)N(C=N2)[C@H]3[C@@H]([C@@H]([C@H](O3)COP(=O)(O)OP(=O)(O)OC[C@@H]4[C@H]([C@H]([C@@H](O4)N5C=CCC(=C5)C(=O)N)O)O)O)O)N.C1CC(=O)N(C1=O)Cl (NAD NCS). Reaction SMILES: [CH:1]1[CH:6]=[N+:5]([C@@H:7]2[O:11][C@H:10]([CH2:12][O:13][P:14]([O:17][P:18]([O:21][CH2:22][C@H:23]3[O:27][C@@H:26]([N:28]4[C:32]5[N:33]=[CH:34][N:35]=[C:36]([NH2:37])[C:31]=5[N:30]=[CH:29]4)[C@H:25]([OH:38])[C@@H:24]3[OH:39])([OH:20])=[O:19])([OH:16])=[O:15])[C@@H:9]([OH:40])[C@H:8]2[OH:41])[CH:4]=[C:3]([C:42]([NH2:44])=[O:43])[CH:2]=1.C(Cl)([Cl:47])=S.[C:49](=[O:52])([O-])[O-].[Na+].[Na+]>O.C(Cl)(Cl)Cl>[CH:34]1[N:35]=[C:36]([NH2:37])[C:31]2[N:30]=[CH:29][N:28]([C@@H:26]3[O:27][C@H:23]([CH2:22][O:21][P:18]([O:17][P:14]([O:13][CH2:12][C@H:10]4[O:11][C@@H:7]([N:5]5[CH:4]=[C:3]([C:42]([NH2:44])=[O:43])[CH2:2][CH:1]=[CH:6]5)[C@H:8]([OH:41])[C@@H:9]4[OH:40])([OH:16])=[O:15])([OH:20])=[O:19])[C@@H:24]([OH:39])[C@H:25]3[OH:38])[C:32]=2[N:33]=1.[CH2:2]1[C:49](=[O:52])[N:44]([Cl:47])[C:42](=[O:43])[CH2:3]1 |f:2.3.4,7.8|. Procedure: 2 mmol of NAD+ were dissolved in 10 ml of H2O in a round-bottomed flask with attached bubble-counter, and a little Na2CO3 was added. A solution of 20 mmol of thiophosgene in 10 ml of CHCl3 was added with vigorous stirring at 20° C. The pH was checked every 10 minutes and kept between 5.5 and 8.5 by the addition of small amounts of sodium carbonate. After 3.5 hours there was no longer any change in the pH, and no further gas was evolved. The mixture was evaporated to dryness in vacuo and freeze-d... The product is N#Cc1cnc(Cl)nc1NCCCNS(=O)(=O)c1cccc([N+](=O)[O-])c1. Starting materials: CC(C)(C)NC(=O)c1cnc(Cl)nc1NCCCNS(=O)(=O)c1cccc([N+](=O)[O-])c1, O=S(Cl)Cl. RXN SMILES: [C:1]([CH3:3])([CH3:4])([NH:5][C:6](=[O:2])[c:8]1[c:9]([NH:15][CH2:16][CH2:17][CH2:18][NH:19][S:20](=[O:21])(=[O:22])[c:23]2[cH:24][c:25]([N+:29](=[O:30])[O-:31])[cH:26][cH:27][cH:28]2)[n:10][c:11]([Cl:14])[n:12][cH:13]1)[CH3:7].[S:32]([Cl:33])([Cl:34])=[O:35]>>[N:5]#[C:6][c:8]1[c:9]([NH:15][CH2:16][CH2:17][CH2:18][NH:19][S:20](=[O:21])(=[O:22])[c:23]2[cH:24][c:25]([N+:29](=[O:30])[O-:31])[cH:26][cH:27][cH:28]2)[n:10][c:11]([Cl:14])[n:12][cH:13]1.